This data is from the Open Reaction Database (ORD), a public repository of structured organic reaction records. The task is: describe an organic reaction: reactants, conditions, products, and yield Starting materials: Cc1nn(-c2ccc(CCNC(=O)Oc3ccccc3)cc2)c(C)c1-c1ccccc1, CC#N, ClCCl, NS(=O)(=O)c1ccc(O)cc1. Yields the product Cc1nn(-c2ccc(CCNC(=O)NS(=O)(=O)c3ccc(O)cc3)cc2)c(C)c1-c1ccccc1. Reaction SMILES: [CH3:1][c:2]1[n:3][n:4](-[c:14]2[cH:15][cH:16][c:17]([CH2:20][CH2:21][NH:22][C:23]([O:24][c:25]3[cH:26][cH:27][cH:28][cH:29][cH:30]3)=[O:31])[cH:18][cH:19]2)[c:5]([CH3:13])[c:6]1-[c:7]1[cH:8][cH:9][cH:10][cH:11][cH:12]1.[CH3:43][C:44]#[N:45].[Cl:46][CH2:47][Cl:48].[OH:32][c:33]1[cH:34][cH:35][c:36]([S:39](=[O:40])(=[O:41])[NH2:42])[cH:37][cH:38]1>>[CH3:1][c:2]1[n:3][n:4](-[c:14]2[cH:15][cH:16][c:17]([CH2:20][CH2:21][NH:22][C:23](=[O:31])[NH:42][S:39]([c:36]3[cH:35][cH:34][c:33]([OH:32])[cH:38][cH:37]3)(=[O:40])=[O:41])[cH:18][cH:19]2)[c:5]([CH3:13])[c:6]1-[c:7]1[cH:8][cH:9][cH:10][cH:11][cH:12]1. The reactants are resultant solution, [NH4+].[OH-] (NH4OH), C(C)OC(=O)C1=CC2=C(S1)C=C(C=C2)C(F)C(=O)O (6-(carboxy-fluoro-methyl)-benzo[b]thiophene-2-carboxylic acid ethyl ester), C(C(=O)Cl)(=O)Cl (oxalyl chloride). Reagents/catalysts: CN(C)C=O (DMF). The solvent is C(Cl)Cl (DCM), C(Cl)Cl (DCM). Conditions: time 20 minute. Product: C(C)OC(=O)C1=CC2=C(S1)C=C(C=C2)C(F)C(N)=O (6-(Carbamoyl-fluoro-methyl)-benzo[b]thiophene-2-carboxylic acid ethyl ester). As a reaction SMILES: [CH2:1]([O:3][C:4]([C:6]1[S:10][C:9]2[CH:11]=[C:12]([CH:15]([C:17]([OH:19])=O)[F:16])[CH:13]=[CH:14][C:8]=2[CH:7]=1)=[O:5])[CH3:2].C(Cl)(=O)C(Cl)=O.[NH4+:26].[OH-]>C(Cl)Cl.CN(C=O)C>[CH2:1]([O:3][C:4]([C:6]1[S:10][C:9]2[CH:11]=[C:12]([CH:15]([C:17](=[O:19])[NH2:26])[F:16])[CH:13]=[CH:14][C:8]=2[CH:7]=1)=[O:5])[CH3:2] |f:2.3|. Procedure: To a slurry of 6-(carboxy-fluoro-methyl)-benzo[b]thiophene-2-carboxylic acid ethyl ester (400 mg, 1.42 mmol) in DCM (10 mL) was added oxalyl chloride (0.148 mL, 1.70 mmol) and 2 drops of DMF. After 20 min, the resultant solution was added to a solution of NH4OH (0.9 mL, 7.08 mmol) in DCM (5 mL) dropwise. After 1 h, the solvent was removed in vacuo and the solid was triturated with MeOH and H2O. The white solid was filtered and used without further purification. 1H NMR (DMSO-d6) δ 8.20 (s, 1H), 8... Starting materials: NC(CO)(C)C (2-amino-2-methyl-1-propanol), [Cl-] (chloride), C(=O)(O)C=1C=C2COC(=O)C2=CC1 (5-carboxyphthalide), S(=O)(Cl)Cl (thionyl chloride), acid chloride, S(=O)(Cl)Cl (thionyl chloride). The solvent is O1CCCC1 (tetrahydrofuran), O1CCCC1 (tetrahydrofuran), CN(C=O)C (N,N-dimethylformamide), C1(=CC=CC=C1)C (toluene). Reaction conditions: time 8 hour. The product is O=C1OCC2=CC(=CC=C12)C(=O)NC(CO)(C)C (2-[[(1-oxo-1,3-dihydroisobenzofuran-5-yl)carbonyl]amino]-2-methyl-1-propanol). Reaction SMILES: [C:1]([C:4]1[CH:5]=[C:6]2[C:11](=[CH:12][CH:13]=1)[C:9](=[O:10])[O:8][CH2:7]2)([OH:3])=O.S(Cl)(Cl)=O.[NH2:18][C:19]([CH3:23])([CH3:22])[CH2:20][OH:21].[Cl-]>O1CCCC1.C1(C)C=CC=CC=1.CN(C)C=O>[O:10]=[C:9]1[C:11]2[C:6](=[CH:5][C:4]([C:1]([NH:18][C:19]([CH3:23])([CH3:22])[CH2:20][OH:21])=[O:3])=[CH:13][CH:12]=2)[CH2:7][O:8]1. Procedure: 5-carboxyphthalide (267 g, 1.5 mol) is added to thionyl chloride (950 mL) and then N,N-dimethylformamide (12 mL) is added dropwise. The mixture is heated at reflux for 1 hour and the thionyl chloride is destined off under reduced pressure followed by successive evaporations with toluene (2×50 mL) to give a solid residue. The crude acid chloride is then taken up with 1000 mL of tetrahydrofuran. To a solution of 2-amino-2-methyl-1-propanol (400.5 g, 4.5 mol) in tetrahydrofuran (500 mL), cooled to ... The reactants are C[C@@H]1[C@@H]([C@@H]([C@H]([C@@H](O1)O[C@@H]2[C@H](C3=C(C4=C(C(=C(C=C24)C)C(=O)N[C@H](C)C(=O)O)O)C(=C5C(=C3)C(=O)C6=C(C=C(C=C6C5=O)OC)O)O)O)O)O[C@H]7[C@@H]([C@H]([C@@H](CO7)O)O)O)O.CN(C=O)C (benanomicin A dimethylformamide), resultant solution, CO (methanol). The solvent is CS(=O)C (dimethylsulfoxide). Run at time 10 minute. Yields the product C[C@@H]1[C@@H]([C@@H]([C@H]([C@@H](O1)O[C@@H]2[C@H](C3=C(C4=C(C(=C(C=C24)C)C(=O)N[C@H](C)C(=O)O)O)C(=C5C(=C3)C(=O)C6=C(C=C(C=C6C5=O)OC)O)O)O)O)O[C@H]7[C@@H]([C@H]([C@@H](CO7)O)O)O)O (benanomicin A). The yield is 101.8%. As a reaction SMILES: [CH3:1][C@H:2]1[O:7][C@@H:6]([O:8][C@H:9]2[C:18]3[C:13](=[C:14]([OH:28])[C:15]([C:20]([NH:22][C@@H:23]([C:25]([OH:27])=[O:26])[CH3:24])=[O:21])=[C:16]([CH3:19])[CH:17]=3)[C:12]3[C:29]([OH:46])=[C:30]4[C:41](=[O:42])[C:40]5[C:35](=[C:36]([OH:45])[CH:37]=[C:38]([O:43][CH3:44])[CH:39]=5)[C:33](=[O:34])[C:31]4=[CH:32][C:11]=3[C@@H:10]2[OH:47])[C@H:5]([OH:48])[C@@H:4]([O:49][C@@H:50]2[O:55][CH2:54][C@@H:53]([OH:56])[C@H:52]([OH:57])[C@H:51]2[OH:58])[C@H:3]1[OH:59].CN(C)C=O.CO>CS(C)=O>[CH3:1][C@H:2]1[O:7][C@@H:6]([O:8][C@H:9]2[C:18]3[C:13](=[C:14]([OH:28])[C:15]([C:20]([NH:22][C@@H:23]([C:25]([OH:27])=[O:26])[CH3:24])=[O:21])=[C:16]([CH3:19])[CH:17]=3)[C:12]3[C:29]([OH:46])=[C:30]4[C:41](=[O:42])[C:40]5[C:35](=[C:36]([OH:45])[CH:37]=[C:38]([O:43][CH3:44])[CH:39]=5)[C:33](=[O:34])[C:31]4=[CH:32][C:11]=3[C@@H:10]2[OH:47])[C@H:5]([OH:48])[C@@H:4]([O:49][C@@H:50]2[O:55][CH2:54][C@@H:53]([OH:56])[C@H:52]([OH:57])[C@H:51]2[OH:58])[C@H:3]1[OH:59] |f:0.1|. Reported procedure: One gram of the benanomicin A-dimethylformamide solvate as obtained from said first fraction was dissolved in dimethylsulfoxide (5 ml). The resultant solution was added dropwise under stirring into 300 ml of methanol, followed by stirring for 10 minutes to deposit a precipitate of a reddish brown color. The precipitate was filtered out and then dried under reduced pressure, to afford 935 mg of a purified benanomicin A as reddish brown powder. Reactants: C(#N)C(C1=C(C=C2C(C(=CN(C2=C1F)C1CC1)C(=O)OCC)=O)F)C(=O)OCC (Ethyl 7-(cyano-ethoxycarbonyl-methyl)-1-cyclopropyl-6,8-difluoro-1,4-dihydro-4-oxo-3-quinoline-carboxylate), C(C)(=O)O (acetic acid), S(O)(O)(=O)=O (sulphuric acid). Run in O (water), O (water). The product is C(#N)CC1=C(C=C2C(C(=CN(C2=C1F)C1CC1)C(=O)O)=O)F (7-Cyanomethyl-1-cyclopropyl-6,8-difluoro-1,4-dihydro-4-oxo-3-quinolinecarboxylic acid). RXN SMILES: [C:1]([CH:3](C(OCC)=O)[C:4]1[C:13]([F:14])=[C:12]2[C:7]([C:8](=[O:23])[C:9]([C:18]([O:20]CC)=[O:19])=[CH:10][N:11]2[CH:15]2[CH2:17][CH2:16]2)=[CH:6][C:5]=1[F:24])#[N:2].C(O)(=O)C.S(=O)(=O)(O)O>O>[C:1]([CH2:3][C:4]1[C:13]([F:14])=[C:12]2[C:7]([C:8](=[O:23])[C:9]([C:18]([OH:20])=[O:19])=[CH:10][N:11]2[CH:15]2[CH2:16][CH2:17]2)=[CH:6][C:5]=1[F:24])#[N:2]. Reported procedure: 100 g of the compound from Example 1, 230 ml of acetic acid, 200 ml of water and 20 ml of sulphuric acid are boiled for 5 hours. After cooling to room temperature, water is added. The precipitated solid is isolated, washed with water and dried. Reactants: CI, CCO, Cc1nc2c3ccc(Cl)cc3ccn2c1CN(C)C. The product is Cc1nc2c3ccc(Cl)cc3ccn2c1C[N+](C)(C)C, [I-]. RXN SMILES: [CH3:1][I:2].[CH3:22][CH2:23][OH:24].[Cl:3][c:4]1[cH:5][c:6]2[cH:7][cH:8][n:9]3[c:10]([c:11]2[cH:12][cH:13]1)[n:14][c:15]([CH3:21])[c:16]3[CH2:17][N:18]([CH3:19])[CH3:20]>>[CH3:1][N+:18]([CH2:17][c:16]1[n:9]2[cH:8][cH:7][c:6]3[cH:5][c:4]([Cl:3])[cH:13][cH:12][c:11]3[c:10]2[n:14][c:15]1[CH3:21])([CH3:19])[CH3:20].[I-:2].